This data is from the Open Reaction Database (ORD), a public repository of structured organic reaction records. The task is: describe an organic reaction: reactants, conditions, products, and yield Reactants: COC(C)c1nn(C2CCCCO2)c2cc(OCc3ccccc3)ccc12, C1CCOC1, [H][H], O, [Pd]. The product is COC(C)c1nn(C2CCCCO2)c2cc(O)ccc12. As a reaction SMILES: [CH2:2]([c:3]1[cH:4][cH:5][cH:6][cH:7][cH:8]1)[O:9][c:10]1[cH:11][cH:12][c:13]2[c:14]([CH:25]([CH3:26])[O:27][CH3:28])[n:15][n:16]([CH:19]3[O:20][CH2:21][CH2:22][CH2:23][CH2:24]3)[c:17]2[cH:18]1.[CH2:31]1[O:32][CH2:33][CH2:34][CH2:35]1.[H:29][H:30].[OH2:1].[Pd:36]>>[OH:9][c:10]1[cH:11][cH:12][c:13]2[c:14]([CH:25]([CH3:26])[O:27][CH3:28])[n:15][n:16]([CH:19]3[O:20][CH2:21][CH2:22][CH2:23][CH2:24]3)[c:17]2[cH:18]1. Starting materials: ClC=1N(C=C(N1)[N+](=O)[O-])C[C@](CN1CCN(CC1)C1=CC=C(C=C1)Cl)(O)C ((S)-1-(2-Chloro-4-nitroimidazol-1-yl)-2-methyl-3-[4-(4-chlorophenyl)piperazin-1-yl]propan-2-ol), ice water, C(C)(=O)OCC (ethyl acetate), [H-].[Na+] (sodium hydride). Solvent: CN(C)C=O (DMF). Run at time 8 hour. Product: ClC1=CC=C(C=C1)N1CCN(CC1)C[C@]1(CN2C(O1)=NC(=C2)[N+](=O)[O-])C ((S)-2-[4-(4-chlorophenyl)piperazin-1-ylmethyl]-2-methyl-6-nitro-2,3-dihydroimidazo[2,1-b]oxazole). The yield is 149.4%. As a reaction SMILES: Cl[C:2]1[N:3]([CH2:10][C@@:11]([CH3:27])([OH:26])[CH2:12][N:13]2[CH2:18][CH2:17][N:16]([C:19]3[CH:24]=[CH:23][C:22]([Cl:25])=[CH:21][CH:20]=3)[CH2:15][CH2:14]2)[CH:4]=[C:5]([N+:7]([O-:9])=[O:8])[N:6]=1.[H-].[Na+].C(OCC)(=O)C>CN(C=O)C>[Cl:25][C:22]1[CH:23]=[CH:24][C:19]([N:16]2[CH2:17][CH2:18][N:13]([CH2:12][C@:11]3([CH3:27])[O:26][C:2]4=[N:6][C:5]([N+:7]([O-:9])=[O:8])=[CH:4][N:3]4[CH2:10]3)[CH2:14][CH2:15]2)=[CH:20][CH:21]=1 |f:1.2|. Procedure: (S)-1-(2-Chloro-4-nitroimidazol-1-yl)-2-methyl-3-[4-(4-chlorophenyl)piperazin-1-yl]propan-2-ol prepared in Example 370 (33.0 g, 79.7 mmol) was dissolved in DMF (300 ml). To the solution, sodium hydride (3.7 g, 91.6 mmol) was added with cooling on ice-bath followed by stirring at room temperature overnight. To the reaction mixture, ice-water and ethyl acetate were added, and the solution was vigorously stirred. The precipitates were filtered off, washed with water and ethyl acetate, and dried und...